Dataset: the Open Reaction Database (ORD), a public repository of structured organic reaction records. Task: describe an organic reaction: reactants, conditions, products, and yield The reactants are Cl (HCl), BrC1=CC(OC2=C1C=C(C=C2)C(F)(F)F)(CF)CF (4-bromo-2,2-bis(fluoromethyl)-6-trifluoromethyl-2H-1-benzopyran), C(C)(=O)[O-].[K+] (potassium acetate), [I-].[K+] (potassium iodide), C1(=CC=CC=C1)P(C1=CC=CC=C1)C1=CC=CC=C1 (triphenylphosphine). Reagents/catalysts: C(C)(=O)[O-].[Pd+2].C(C)(=O)[O-] (palladium acetate). The solvent is CN(C(C)=O)C (N,N-dimethylacetamide). Conditions: temperature 120 celsius, time 9 hour. The product is FCC1(OC2=C(C(=C1)C(=O)O)C=C(C=C2)C(F)(F)F)CF (2,2-Bis(fluoromethyl)-6-trifluoromethyl-2H-1-benzopyran-4-carboxylic Acid). Reaction SMILES: Br[C:2]1[C:7]2[CH:8]=[C:9]([C:12]([F:15])([F:14])[F:13])[CH:10]=[CH:11][C:6]=2[O:5][C:4]([CH2:18][F:19])([CH2:16][F:17])[CH:3]=1.[C:20]([O-:23])(=[O:22])C.[K+].[I-].[K+].C1(P(C2C=CC=CC=2)C2C=CC=CC=2)C=CC=CC=1.Cl>C([O-])(=O)C.[Pd+2].C([O-])(=O)C.CN(C)C(=O)C>[F:17][CH2:16][C:4]1([CH2:18][F:19])[CH:3]=[C:2]([C:20]([OH:23])=[O:22])[C:7]2[CH:8]=[C:9]([C:12]([F:15])([F:14])[F:13])[CH:10]=[CH:11][C:6]=2[O:5]1 |f:1.2,3.4,7.8.9|. Reported procedure: A mixture of 4-bromo-2,2-bis(fluoromethyl)-6-trifluoromethyl-2H-1-benzopyran (1.72 g), potassium acetate (2.00 g), potassium iodide (0.85 g), triphenylphosphine (27 mg), palladium acetate (11 mg) and N,N-dimethylacetamide (10 ml) was stirred under a CO atmosphere at 120° C. for 9 hours. To the reaction mixture, 2 N HCl was added and the precipitating crystals were recovered by filtration. To the recovered crystals, ethyl acetate was added and the insoluble matter was filtered off; the filtrate w... Starting materials: C(C)(=O)O[BH-](OC(C)=O)OC(C)=O.[Na+] (sodium triacetoxyboro hydride), C(O)([O-])=O.[Na+] (sodium hydrogen carbonate), O(C1=CC=CC=C1)C1=CC=C(C=O)C=C1 (4-phenoxybenzaldehyde), C(C)(=O)N1CCNCC1 (1-acetylpiperazine). Run in C(C)(=O)O (acetic acid), O (Water), ClCCCl (1,2-dichloroethane). Conditions: time 7 hour. Product: C(C)(=O)N1CCN(CC1)CC1=CC=C(C=C1)OC1=CC=CC=C1 (1-Acetyl-4-((4-phenoxyphenyl)methyl)piperazine). RXN SMILES: [O:1]([C:8]1[CH:15]=[CH:14][C:11]([CH:12]=O)=[CH:10][CH:9]=1)[C:2]1[CH:7]=[CH:6][CH:5]=[CH:4][CH:3]=1.[C:16]([N:19]1[CH2:24][CH2:23][NH:22][CH2:21][CH2:20]1)(=[O:18])[CH3:17].C(O[BH-](OC(=O)C)OC(=O)C)(=O)C.[Na+].C(=O)([O-])O.[Na+]>ClCCCl.O.C(O)(=O)C>[C:16]([N:19]1[CH2:24][CH2:23][N:22]([CH2:12][C:11]2[CH:14]=[CH:15][C:8]([O:1][C:2]3[CH:7]=[CH:6][CH:5]=[CH:4][CH:3]=3)=[CH:9][CH:10]=2)[CH2:21][CH2:20]1)(=[O:18])[CH3:17] |f:2.3,4.5|. Procedure: 4-phenoxybenzaldehyde (989 mg) and 1-acetylpiperazine (713 mg) were dissolved in 1,2-dichloroethane (11 ml), and sodium triacetoxyboro hydride (1.60 g) and acetic acid (300 mg) were added. The atmosphere was replaced with argon and the mixture was stirred at room temperature for 7 hours. Water (5 ml) and aqueous saturated sodium hydrogen carbonate solution (20 ml) were added and the mixture was extracted 5 times with chloroform. Organic layers were combined and dried over anhydrous sodium sulfat... Procedure details: By following similar procedure as described in Example 34, DIBAL-H reduction of (4-chloro-naphthalen-1-yloxy)-acetic acid methyl ester and subsequent reductive amination with isoquinoline-5-sulfonic acid (2-amino-ethyl)-amide gives the free amine product as a gum. The free amine is converted to the di-oxalic acid salt of the title compound as a white powder. ESIMS: m/z 456 [(M+H)+, 35Cl], 458 [(M+H)+, 37Cl]. Reaction SMILES: CC(C[AlH]CC(C)C)C.C[O:11][C:12](=[O:26])[CH2:13][O:14][C:15]1[C:24]2[C:19](=[CH:20][CH:21]=[CH:22][CH:23]=2)[C:18]([Cl:25])=[CH:17][CH:16]=1.[NH2:27][CH2:28][CH2:29][NH:30][S:31]([C:34]1[C:35]2[CH:36]=[CH:37][N:38]=[CH:39][C:40]=2[CH:41]=[CH:42][CH:43]=1)(=[O:33])=[O:32]>>[C:13]([OH:32])(=[O:14])[C:12]([OH:11])=[O:26].[C:13]([OH:32])(=[O:14])[C:12]([OH:11])=[O:26].[Cl:25][C:18]1[C:19]2[C:24](=[CH:23][CH:22]=[CH:21][CH:20]=2)[C:15]([O:14][CH2:13][CH2:12][NH:27][CH2:28][CH2:29][NH:30][S:31]([C:34]2[C:35]3[CH:36]=[CH:37][N:38]=[CH:39][C:40]=3[CH:41]=[CH:42][CH:43]=2)(=[O:33])=[O:32])=[CH:16][CH:17]=1 |f:3.4.5|. The reactants are CC(C)C[AlH]CC(C)C (DIBAL-H), COC(COC1=CC=C(C2=CC=CC=C12)Cl)=O ((4-chloro-naphthalen-1-yloxy)-acetic acid methyl ester), NCCNS(=O)(=O)C=1C=2C=CN=CC2C=CC1 (isoquinoline-5-sulfonic acid (2-amino-ethyl)-amide). Product: C(C(=O)O)(=O)O.C(C(=O)O)(=O)O.ClC1=CC=C(C2=CC=CC=C12)OCCNCCNS(=O)(=O)C=1C=2C=CN=CC2C=CC1 (Isoquinoline-5-sulfonic acid {2-[2-(4-chloro-naphthalen-1-yloxy)-ethylamino]-ethyl}-amide di-oxalic acid). Reactants: C=CCOC(=O)C1(Cc2cc(F)c([N+](=O)[O-])c(F)c2)CSCC(NC(=O)OC(C)(C)C)C1=O, C1CCOC1, c1ccc(P(c2ccccc2)(c2ccccc2)[Pd](P(c2ccccc2)(c2ccccc2)c2ccccc2)(P(c2ccccc2)(c2ccccc2)c2ccccc2)P(c2ccccc2)(c2ccccc2)c2ccccc2)cc1. Product: CC(C)(C)OC(=O)NC1CSCC(Cc2cc(F)c([N+](=O)[O-])c(F)c2)C1=O. Reaction SMILES: [CH2:1]([O:2][C:3](=[O:4])[C:7]1([CH2:22][c:23]2[cH:24][c:25]([F:33])[c:26]([N+:30](=[O:31])[O-:32])[c:27]([F:29])[cH:28]2)[CH2:8][S:9][CH2:10][CH:11]([NH:14][C:15](=[O:16])[O:17][C:18]([CH3:19])([CH3:20])[CH3:21])[C:12]1=[O:13])[CH:5]=[CH2:6].[CH2:34]1[O:35][CH2:36][CH2:37][CH2:38]1.[cH:39]1[cH:40][cH:41][c:42]([P:43]([Pd:44]([P:45]([c:46]2[cH:47][cH:48][cH:49][cH:50][cH:51]2)([c:52]2[cH:53][cH:54][cH:55][cH:56][cH:57]2)[c:58]2[cH:59][cH:60][cH:61][cH:62][cH:63]2)([P:64]([c:65]2[cH:66][cH:67][cH:68][cH:69][cH:70]2)([c:71]2[cH:72][cH:73][cH:74][cH:75][cH:76]2)[c:77]2[cH:78][cH:79][cH:80][cH:81][cH:82]2)[P:83]([c:84]2[cH:85][cH:86][cH:87][cH:88][cH:89]2)([c:90]2[cH:91][cH:92][cH:93][cH:94][cH:95]2)[c:96]2[cH:97][cH:98][cH:99][cH:100][cH:101]2)([c:102]2[cH:103][cH:104][cH:105][cH:106][cH:107]2)[c:108]2[cH:109][cH:110][cH:111][cH:112][cH:113]2)[cH:114][cH:115]1>>[CH:7]1([CH2:22][c:23]2[cH:24][c:25]([F:33])[c:26]([N+:30](=[O:31])[O-:32])[c:27]([F:29])[cH:28]2)[CH2:8][S:9][CH2:10][CH:11]([NH:14][C:15](=[O:16])[O:17][C:18]([CH3:19])([CH3:20])[CH3:21])[C:12]1=[O:13]. Reactants: ClC1=NC(=NC(=C1)C(F)(F)F)C1CCCC1 (4-chloro-2-cyclopentyl-6-(trifluoromethyl)pyrimidine), NC1=CC=C(C=C1)CCO (2-(4-aminophenyl)ethanol). The product is C1(CCCC1)C1=NC(=CC(=N1)NC1=CC=C(C=C1)CCO)C(F)(F)F (2-(4-((2-Cyclopentyl-6-(trifluoromethyl)pyrimidin-4-yl)amino)phenyl)ethanol). Isolated yield 69.0%. As a reaction SMILES: Cl[C:2]1[CH:7]=[C:6]([C:8]([F:11])([F:10])[F:9])[N:5]=[C:4]([CH:12]2[CH2:16][CH2:15][CH2:14][CH2:13]2)[N:3]=1.[NH2:17][C:18]1[CH:23]=[CH:22][C:21]([CH2:24][CH2:25][OH:26])=[CH:20][CH:19]=1>>[CH:12]1([C:4]2[N:3]=[C:2]([NH:17][C:18]3[CH:23]=[CH:22][C:21]([CH2:24][CH2:25][OH:26])=[CH:20][CH:19]=3)[CH:7]=[C:6]([C:8]([F:11])([F:10])[F:9])[N:5]=2)[CH2:16][CH2:15][CH2:14][CH2:13]1. Reported procedure: Following general procedure A1, 4-chloro-2-cyclopentyl-6-(trifluoromethyl)pyrimidine (0.100 g, 0.40 mmol) was reacted with 2-(4-aminophenyl)ethanol (0.066 g, 0.48 mmol) to afford the title compound (0.097 g, 69%) as a white solid. MW=351.37. 1H NMR (DMSO-d6, 500 MHz) δ 9.93 (s, 1H), 7.68-7.54 (m, 2H), 7.21 (d, J=8.5 Hz, 2H), 6.92 (s, 1H), 4.61 (t, J=5.0 Hz, 1H), 3.63-3.56 (m, 2H), 3.19 (quin, J=8.0 Hz, 1H), 2.70 (t, J=7.0 Hz, 2H), 2.05-1.96 (m, 2H), 1.89-1.60 (m, 6H); APCI MS m/z 352 [M+H]+. The reactants are O=C(Cl)c1ccccc1, CNC1=CCN(NC)C=C1, CC[Si](CC)(CC)OC1C(=O)NC1C(C)C, CCN(C(C)C)C(C)C, ClCCl. The product is CC[Si](CC)(CC)OC1C(=O)N(C(=O)c2ccccc2)C1C(C)C. As a reaction SMILES: [C:17]([c:18]1[cH:19][cH:20][cH:21][cH:22][cH:23]1)(=[O:24])[Cl:25].[CH3:35][NH:36][N:37]1[CH:38]=[CH:39][C:40]([NH:41][CH3:42])=[CH:43][CH2:44]1.[CH:1]([CH3:2])([CH3:3])[CH:4]1[CH:5]([O:9][Si:10]([CH2:11][CH3:12])([CH2:13][CH3:14])[CH2:15][CH3:16])[C:6](=[O:8])[NH:7]1.[CH:26]([N:27]([CH:28]([CH3:29])[CH3:30])[CH2:31][CH3:32])([CH3:33])[CH3:34].[Cl:45][CH2:46][Cl:47]>>[CH:1]([CH3:2])([CH3:3])[CH:4]1[CH:5]([O:9][Si:10]([CH2:11][CH3:12])([CH2:13][CH3:14])[CH2:15][CH3:16])[C:6](=[O:8])[N:7]1[C:17]([c:18]1[cH:19][cH:20][cH:21][cH:22][cH:23]1)=[O:24]. Reactants: CCOC(C)=O, O=C(OO)c1cccc(Cl)c1, CC(C)(C)OC(=O)CCc1ccccn1. The product is CC(C)(C)OC(=O)CCc1cccc[n+]1[O-]. RXN SMILES: [CH3:27][CH2:28][O:29][C:30](=[O:31])[CH3:32].[OH:16][O:17][C:18]([c:19]1[cH:20][c:21]([Cl:22])[cH:23][cH:24][cH:25]1)=[O:26].[n:1]1[c:2]([CH2:7][CH2:8][C:9](=[O:10])[O:11][C:12]([CH3:13])([CH3:14])[CH3:15])[cH:3][cH:4][cH:5][cH:6]1>>[n+:1]1([O-:16])[c:2]([CH2:7][CH2:8][C:9](=[O:10])[O:11][C:12]([CH3:13])([CH3:14])[CH3:15])[cH:3][cH:4][cH:5][cH:6]1.